Dataset: the Open Reaction Database (ORD), a public repository of structured organic reaction records. Task: describe an organic reaction: reactants, conditions, products, and yield Reaction conditions: temperature 105 celsius, time 4 day. Procedure details: To a round-bottomed flask containing (2-chloroquinolin-8-yl)-[6-(4-trifluoromethylphenyl)pyrimidin-4-yl]amine, Example 32(e), (0.090 g, 0.22 mmol) in DMSO (10 mL) was added NaN3 (0.53 g, 8.1 mmol, Aldrich). The reaction mixture was stirred at 105° C. for 4 days and then at 115° C. for 1 day. The reaction mixture was cooled to room temperature and then diluted with H2O and extracted with EtOAc. The combined extracts were washed with H2O (3×), brine, dried over Na2SO4, and concentrated in vacuo to... Reactants: C1(=CC=CC=C1)P(C1=CC=CC=C1)C1=CC=CC=C1 (triphenylphosphine), [N-]=[N+]=[N-].[Na+] (NaN3), ClC1=NC2=C(C=CC=C2C=C1)NC1=NC=NC(=C1)C1=CC=C(C=C1)C(F)(F)F ((2-chloroquinolin-8-yl)-[6-(4-trifluoromethylphenyl)pyrimidin-4-yl]amine). Yields the product FC(C1=CC=C(C=C1)C1=CC(=NC=N1)NC=1C=CC=C2C=CC(=NC12)N)(F)F (N8-[6-(4-Trifluoromethylphenyl)pyrimidin-4-yl]quinoline-2,8-diamine). The solvent is O (H2O), CS(=O)C (DMSO), C1(=CC=CC=C1)C (toluene). As a reaction SMILES: Cl[C:2]1[CH:11]=[CH:10][C:9]2[C:4](=[C:5]([NH:12][C:13]3[CH:18]=[C:17]([C:19]4[CH:24]=[CH:23][C:22]([C:25]([F:28])([F:27])[F:26])=[CH:21][CH:20]=4)[N:16]=[CH:15][N:14]=3)[CH:6]=[CH:7][CH:8]=2)[N:3]=1.[N-:29]=[N+]=[N-].[Na+].C1(P(C2C=CC=CC=2)C2C=CC=CC=2)C=CC=CC=1>CS(C)=O.O.C1(C)C=CC=CC=1>[F:26][C:25]([F:28])([F:27])[C:22]1[CH:23]=[CH:24][C:19]([C:17]2[N:16]=[CH:15][N:14]=[C:13]([NH:12][C:5]3[CH:6]=[CH:7][CH:8]=[C:9]4[C:4]=3[N:3]=[C:2]([NH2:29])[CH:11]=[CH:10]4)[CH:18]=2)=[CH:20][CH:21]=1 |f:1.2|. Reactants: CC#N, NC1CCN(c2ncc(C(F)(F)F)cc2Cl)CC1, CC(C)N1C(=O)C(Cl)=C(c2ccccc2)S1(=O)=O. Yields the product CC(C)N1C(=O)C(NC2CCN(c3ncc(C(F)(F)F)cc3Cl)CC2)=C(c2ccccc2)S1(=O)=O. Reaction SMILES: [CH3:37][C:38]#[N:39].[Cl:19][c:20]1[c:21]([N:30]2[CH2:31][CH2:32][CH:33]([NH2:36])[CH2:34][CH2:35]2)[n:22][cH:23][c:24]([C:26]([F:27])([F:28])[F:29])[cH:25]1.[Cl:1][C:2]1=[C:6]([c:7]2[cH:8][cH:9][cH:10][cH:11][cH:12]2)[S:5](=[O:13])(=[O:14])[N:4]([CH:15]([CH3:16])[CH3:17])[C:3]1=[O:18]>>[C:2]1([NH:36][CH:33]2[CH2:32][CH2:31][N:30]([c:21]3[c:20]([Cl:19])[cH:25][c:24]([C:26]([F:27])([F:28])[F:29])[cH:23][n:22]3)[CH2:35][CH2:34]2)=[C:6]([c:7]2[cH:8][cH:9][cH:10][cH:11][cH:12]2)[S:5](=[O:13])(=[O:14])[N:4]([CH:15]([CH3:16])[CH3:17])[C:3]1=[O:18]. Reactants: BrC1=CC(=CC=C1)F (1-bromo-3-fluorobenzene), C(C1=CC=CC=C1)N1CCC(CC1)=O (1-benzyl-4-piperidinone), [Mg] (magnesium). The solvent is C1CCOC1 (THF), C1CCOC1 (THF), C1CCOC1 (THF), C1CCOC1 (THF). Yields the product C(C1=CC=CC=C1)N1CCC(CC1)(O)C1=CC(=CC=C1)F (1-Benzyl-4-(3-fluorophenyl)piperid-4-ol). The yield is 66.3%. RXN SMILES: [Mg].Br[C:3]1[CH:8]=[CH:7][CH:6]=[C:5]([F:9])[CH:4]=1.[CH2:10]([N:17]1[CH2:22][CH2:21][C:20](=[O:23])[CH2:19][CH2:18]1)[C:11]1[CH:16]=[CH:15][CH:14]=[CH:13][CH:12]=1>C1COCC1>[CH2:10]([N:17]1[CH2:22][CH2:21][C:20]([C:3]2[CH:8]=[CH:7][CH:6]=[C:5]([F:9])[CH:4]=2)([OH:23])[CH2:19][CH2:18]1)[C:11]1[CH:12]=[CH:13][CH:14]=[CH:15][CH:16]=1. Procedure details: To a suspension of 5.86 g of magnesium in 25 ml of THF is slowly added a solution of 42.16 g of 1-bromo-3-fluorobenzene in 100 ml of THF so as to reach and then maintain reflux of the THF, and the mixture is left at reflux for 1 hour with stirring. After cooling to rt, a solution of 38 g of 1-benzyl-4-piperidinone in 175 ml of THF is then added dropwise and the mixture is refluxed for 1 hour. After cooling to rt, the reaction mixture is poured into ice and extracted with EtOAc, the organic phase... Starting materials: C(CCC)N1C2=C(N(C(CC1)=O)C)C=NC(=N2)Cl (9-butyl-2-chloro-5-methyl-5,7,8,9-tetrahydro-pyrimido[4,5-b][1,4]diazepin-6-one), NC1=C(C=C(C(=O)O)C=C1)OC (4-amino-3-methoxy-benzoic acid), C(C)O (ethanol). The reagents and catalysts are Cl (hydrochloric acid). The solvent is O (water). Yields the product C(CCC)N1C2=C(N(C(CC1)=O)C)C=NC(=N2)NC2=C(C=C(C(=O)O)C=C2)OC (4-(9-butyl-5-methyl-6-oxo-6,7,8,9-tetrahydro-5H-pyrimido[4,5-b][1,4]diazepin-2-ylamino)-3-methoxy-benzoic acid). The yield is 70.1%. RXN SMILES: [CH2:1]([N:5]1[CH2:11][CH2:10][C:9](=[O:12])[N:8]([CH3:13])[C:7]2[CH:14]=[N:15][C:16](Cl)=[N:17][C:6]1=2)[CH2:2][CH2:3][CH3:4].[NH2:19][C:20]1[CH:28]=[CH:27][C:23]([C:24]([OH:26])=[O:25])=[CH:22][C:21]=1[O:29][CH3:30].C(O)C>Cl.O>[CH2:1]([N:5]1[CH2:11][CH2:10][C:9](=[O:12])[N:8]([CH3:13])[C:7]2[CH:14]=[N:15][C:16]([NH:19][C:20]3[CH:28]=[CH:27][C:23]([C:24]([OH:26])=[O:25])=[CH:22][C:21]=3[O:29][CH3:30])=[N:17][C:6]1=2)[CH2:2][CH2:3][CH3:4]. Reported procedure: A mixture of 0.08 g (0.0003 mole) of 9-butyl-2-chloro-5-methyl-5,7,8,9-tetrahydro-pyrimido[4,5-b][1,4]diazepin-6-one (VII-44), 0.060 g (0.00036 mole) of 4-amino-3-methoxy-benzoic acid, 0.5 mL of ethanol, 2 mL of water, and 2 drops of hydrochloric acid was heated at 100 degrees overnight. Upon cooling, a precipitate formed which was collected by filtration to give 0.084 g of 4-(9-butyl-5-methyl-6-oxo-6,7,8,9-tetrahydro-5H-pyrimido[4,5-b][1,4]diazepin-2-ylamino)-3-methoxy-benzoic acid (I-44a) as a... The reactants are C[Si](C)(C)CCCCCCCCCCCCCCNc1ccc(C(=O)Cl)cc1, CC(=O)CC(C)=O, COCCOC, Cl, [H-], [Na+]. Yields the product CC(=O)C(C(C)=O)C(=O)c1ccc(NCCCCCCCCCCCCCC[Si](C)(C)C)cc1. Reaction SMILES: [CH3:11][Si:12]([CH2:13][CH2:14][CH2:15][CH2:16][CH2:17][CH2:18][CH2:19][CH2:20][CH2:21][CH2:22][CH2:23][CH2:24][CH2:25][CH2:26][NH:27][c:28]1[cH:29][cH:30][c:31]([C:32](=[O:33])[Cl:34])[cH:35][cH:36]1)([CH3:37])[CH3:38].[CH3:1][C:2]([CH2:3][C:4]([CH3:5])=[O:6])=[O:7].[CH3:39][O:40][CH2:41][CH2:42][O:43][CH3:44].[ClH:10].[H-:8].[Na+:9]>>[CH3:1][C:2]([CH:3]([C:4]([CH3:5])=[O:6])[C:32]([c:31]1[cH:30][cH:29][c:28]([NH:27][CH2:26][CH2:25][CH2:24][CH2:23][CH2:22][CH2:21][CH2:20][CH2:19][CH2:18][CH2:17][CH2:16][CH2:15][CH2:14][CH2:13][Si:12]([CH3:11])([CH3:37])[CH3:38])[cH:36][cH:35]1)=[O:33])=[O:7]. Reactants: [OH-].[Na+] (NaOH), OO (H2O2), Cl (HCl), C(C=C)C1(CCN(C(O1)=O)C(C)(C)C)C1=CC=CC=C1 (6-allyl-3-tert-butyl-6-phenyl-1,3-oxazinan-2-one), B.C1CCOC1 (BH3/THF). The solvent is O (water), C1CCOC1 (THF). Conditions: time 2 hour. Yields the product C(C)(C)(C)N1C(OC(CC1)(C1=CC=CC=C1)CCCO)=O (3-tert-butyl-6-(3-hydroxypropyl)-6-phenyl-1,3-oxazinan-2-one). Reaction SMILES: [CH2:1]([C:4]1([C:15]2[CH:20]=[CH:19][CH:18]=[CH:17][CH:16]=2)[O:9][C:8](=[O:10])[N:7]([C:11]([CH3:14])([CH3:13])[CH3:12])[CH2:6][CH2:5]1)[CH:2]=[CH2:3].B.C1C[O:25]CC1.[OH-].[Na+].OO.Cl>C1COCC1.O>[C:11]([N:7]1[CH2:6][CH2:5][C:4]([CH2:1][CH2:2][CH2:3][OH:25])([C:15]2[CH:16]=[CH:17][CH:18]=[CH:19][CH:20]=2)[O:9][C:8]1=[O:10])([CH3:14])([CH3:13])[CH3:12] |f:1.2,3.4|. Procedure details: To a solution of 6-allyl-3-tert-butyl-6-phenyl-1,3-oxazinan-2-one (400 mg, 1.46 mmol) in dry THF (10 mL) was added dropwise 1 M of BH3/THF (4.5 mL, 4.40 mmol) at 0° C. under N2. After stirring at rt for 2 h, the reaction mixture was cooled to 0° C. again, and water (0.1 mL), 3 M of aq NaOH solution (0.1 mL), and 30% H2O2 (0.3 mL) were added sequentially. After the mixture was stirred at rt for another 2 h, 1 N aq HCl (1.5 mL) was added. The mixture was extracted with EtOAc. The organic layer was... Run in O1CCCC1 (tetrahydrofuran), O1CCCC1 (tetrahydrofuran), O1CCCC1 (tetrahydrofuran). Conditions: time 1 hour. Procedure: To a stirred mixture of 0.05 g (0.002 mole) of sodium hydride in 5 mL of tetrahydrofuran was added a solution of 0.55 g (0.0018 mole) of 2-[4-chloro-2-fluoro-5-(2-propynyloxy)phenyl]-4-methyl-1,2,4-triazine-3,5(2H,4H)-dione (Compound 21, see Example III, Step J) in 5 mL of tetrahydrofuran. To this mixture was added a solution of 0.28 g (0.0018 mole) of bromine in 5 mL of tetrahydrofuran. After complete addition, the reaction mixture was stirred at room temperature for one hour. Water, 5 mL, was ... Reaction SMILES: [H-].[Na+].[Cl:3][C:4]1[C:9]([O:10][CH2:11][C:12]#[CH:13])=[CH:8][C:7]([N:14]2[C:19](=[O:20])[N:18]([CH3:21])[C:17](=[O:22])[CH:16]=[N:15]2)=[C:6]([F:23])[CH:5]=1.[Br:24]Br.O>O1CCCC1>[Cl:3][C:4]1[C:9]([O:10][CH2:11][C:12]#[C:13][Br:24])=[CH:8][C:7]([N:14]2[C:19](=[O:20])[N:18]([CH3:21])[C:17](=[O:22])[CH:16]=[N:15]2)=[C:6]([F:23])[CH:5]=1 |f:0.1|. Starting materials: ClC1=CC(=C(C=C1OCC#C)N1N=CC(N(C1=O)C)=O)F (2-[4-chloro-2-fluoro-5-(2-propynyloxy)phenyl]-4-methyl-1,2,4-triazine-3,5(2H,4H)-dione), ClC1=CC(=C(C=C1OCC#C)N1N=CC(N(C1=O)C)=O)F (2-[4-chloro-2-fluoro-5-(2-propynyloxy)phenyl]-4-methyl-1,2,4-triazine-3,5(2H,4H)-dione), BrBr (bromine), O (Water), [H-].[Na+] (sodium hydride). The product is ClC1=CC(=C(C=C1OCC#CBr)N1N=CC(N(C1=O)C)=O)F (2-[4-chloro-2-fluoro-5-(3-bromo-2-propynyloxy)phenyl]-4-methyl-1,2,4-triazine-3,5(2H,4H)-dione). Yield: 64.3%. The reactants are Cl (hydrochloric acid), C1(=CC=CC=C1)C(CCOC(=O)C1=C(NC(=C(C1C1=CC(=CC=C1)Cl)C(=O)O)C)C)C1=CC=CC=C1 (4-(3-chlorophenyl)-2,6-dimethyl-1,4-dihydropyridine-3,5-dicarboxylic acid mono (3,3-diphenylpropyl) ester), C(C)(C)(C)OC(=O)N1CCNCC1 (1-t-butoxycarbonylpiperazine), CCN=C=NCCCN(C)C.Cl (WSC hydrochloride). Reagents/catalysts: CN(C1=CC=NC=C1)C (4-dimethylaminopyridine). Solvent: O (water), ClCCl (dichloromethane). Product: C(C)(C)(C)OC(=O)N1CCN(CC1)C(=O)C1=C(NC(=C(C1C1=CC(=CC=C1)Cl)C(=O)OCCC(C1=CC=CC=C1)C1=CC=CC=C1)C)C (4-[4-(3-chlorophenyl)-5-(3,3-diphenylpropoxycarbonyl)-2,6-dimethyl-1,4-dihydropyridine-3-carbonyl] piperazine-1-carboxylic acid-t-butyl ester). As a reaction SMILES: [C:1]1([CH:7]([C:31]2[CH:36]=[CH:35][CH:34]=[CH:33][CH:32]=2)[CH2:8][CH2:9][O:10][C:11]([C:13]2[CH:18]([C:19]3[CH:24]=[CH:23][CH:22]=[C:21]([Cl:25])[CH:20]=3)[C:17]([C:26](O)=[O:27])=[C:16]([CH3:29])[NH:15][C:14]=2[CH3:30])=[O:12])[CH:6]=[CH:5][CH:4]=[CH:3][CH:2]=1.[C:37]([O:41][C:42]([N:44]1[CH2:49][CH2:48][NH:47][CH2:46][CH2:45]1)=[O:43])([CH3:40])([CH3:39])[CH3:38].CCN=C=NCCCN(C)C.Cl.Cl>CN(C)C1C=CN=CC=1.ClCCl.O>[C:37]([O:41][C:42]([N:44]1[CH2:49][CH2:48][N:47]([C:26]([C:17]2[CH:18]([C:19]3[CH:24]=[CH:23][CH:22]=[C:21]([Cl:25])[CH:20]=3)[C:13]([C:11]([O:10][CH2:9][CH2:8][CH:7]([C:1]3[CH:6]=[CH:5][CH:4]=[CH:3][CH:2]=3)[C:31]3[CH:32]=[CH:33][CH:34]=[CH:35][CH:36]=3)=[O:12])=[C:14]([CH3:30])[NH:15][C:16]=2[CH3:29])=[O:27])[CH2:46][CH2:45]1)=[O:43])([CH3:40])([CH3:38])[CH3:39] |f:2.3|. Procedure: 258 mg (0.510 mmol) of 4-(3-chlorophenyl)-2,6-dimethyl-1,4-dihydropyridine-3,5-dicarboxylic acid mono (3,3-diphenylpropyl) ester, 143 mg (0.770 mmol) of 1-t-butoxycarbonylpiperazine, 117 mg (0.610 mmol) of WSC hydrochloride and 18.0 mg (0.140 mol) of 4-dimethylaminopyridine were stirred at room temperature overnight in 15 ml of dichloromethane. After adding water and 1 N hydrochloric acid, the reaction mixture was extracted with dichloromethane. The organic layer was dried over anhydrous sodium ... Reactants: C(C)(=O)NC1=C(C=C(C=C1Cl)O)Cl (4-acetylamino-3,5-dichlorophenol), [OH-].[K+] (potassium hydroxide), FC(C(=C(F)F)F)(F)F (hexafluoropropylene). Run in CN(C=O)C (dimethylformamide). Reaction conditions: temperature 70 celsius, time 20 hour. Product: C(C)(=O)NC1=C(C=C(C=C1Cl)OC(C(C(F)(F)F)F)(F)F)Cl (4-acetylamino-3,5-dichloro-1-(1,1,2,3,3,3-hexafluoropropyloxy)benzene), crystals. As a reaction SMILES: [C:1]([NH:4][C:5]1[C:10]([Cl:11])=[CH:9][C:8]([OH:12])=[CH:7][C:6]=1[Cl:13])(=[O:3])[CH3:2].[OH-].[K+].[F:16][C:17]([F:24])([F:23])[C:18]([F:22])=[C:19]([F:21])[F:20]>CN(C)C=O>[C:1]([NH:4][C:5]1[C:6]([Cl:13])=[CH:7][C:8]([O:12][C:19]([F:21])([F:20])[CH:18]([F:22])[C:17]([F:24])([F:23])[F:16])=[CH:9][C:10]=1[Cl:11])(=[O:3])[CH3:2] |f:1.2|. Procedure details: 47 g of 4-acetylamino-3,5-dichlorophenol together with 154 g of 90% potassium hydroxide solution and 130 ml of dimethylformamide are stirred in an autoclave. 75.8 g of hexafluoropropylene are then pressed into the closed autoclave. The mixture is stirred for 20 hours at 70° C. under the pressure developing in the autoclave. After cooling, the mixture is concentrated by rotary evaporation and the residue is dissolved in methylene chloride. The resultant solution is washed with water, dried over N... Reactants: N1=CC=CC=C1 (pyridine), FC(S(=O)(=O)OS(=O)(=O)C(F)(F)F)(F)F (trifluoromethanesulfonic anhydride), OC=1C(=C2CC[C@@H](C2=CC1)CC(=O)OC)C (Methyl (R)-(5-hydroxy-4-methyl-indan-1-yl)acetate), resultant mixture. The solvent is ClCCl (dichloromethane), ClCCl (dichloromethane). Run at time 1 hour. Yields the product FC(S(=O)(=O)OC=1C(=C2CC[C@@H](C2=CC1)CC(=O)OC)C)(F)F (Methyl (R)-(5-trifluoromethylsulfonyloxy-4-methyl-indan-1-yl)acetate). The yield is 309.2%. As a reaction SMILES: N1C=CC=CC=1.[F:7][C:8]([F:21])([F:20])[S:9]([O:12]S(C(F)(F)F)(=O)=O)(=[O:11])=[O:10].O[C:23]1[C:24]([CH3:37])=[C:25]2[C:29](=[CH:30][CH:31]=1)[C@@H:28]([CH2:32][C:33]([O:35][CH3:36])=[O:34])[CH2:27][CH2:26]2>ClCCl>[F:7][C:8]([F:21])([F:20])[S:9]([O:12][C:23]1[C:24]([CH3:37])=[C:25]2[C:29](=[CH:30][CH:31]=1)[C@@H:28]([CH2:32][C:33]([O:35][CH3:36])=[O:34])[CH2:27][CH2:26]2)(=[O:11])=[O:10]. Procedure details: To a solution of pyridine (440 μL, 5.45 mmol) in dichloromethane (5.0 mL) cooled to 0° C. trifluoromethanesulfonic anhydride (840 μL, 4.99 mmol) was added. The resultant mixture was stirred for 5 min, and methyl (R or S)-(5-hydroxy-4-methyl-indan-1-yl)acetate (1.00 g, 1.34 mmol, from Step H) was added as a solid. The reaction mixture was warmed to ambient temperature, stirred for 1 hr and diluted with dichloromethane. The organic layer was washed with H2O, brine and dried over MgSO4. The mixture...